This data is from the Open Reaction Database (ORD), a public repository of structured organic reaction records. The task is: describe an organic reaction: reactants, conditions, products, and yield Starting materials: Cc1ccccc1C, Cl, Cl, [Na+], CC(C)c1cc(Oc2ccccc2)cc(C(C)C)c1N, O, N#C[S-]. The product is CC(C)c1cc(Oc2ccccc2)cc(C(C)C)c1NC(N)=S. Reaction SMILES: [CH3:28][c:29]1[c:30]([CH3:31])[cH:32][cH:33][cH:34][cH:35]1.[ClH:1].[ClH:27].[Na+:22].[O:2]([c:3]1[cH:4][cH:5][cH:6][cH:7][cH:8]1)[c:9]1[cH:10][c:11]([CH:19]([CH3:20])[CH3:21])[c:12]([NH2:13])[c:14]([CH:16]([CH3:17])[CH3:18])[cH:15]1.[OH2:26].[S-:23][C:24]#[N:25]>>[O:2]([c:3]1[cH:4][cH:5][cH:6][cH:7][cH:8]1)[c:9]1[cH:10][c:11]([CH:19]([CH3:20])[CH3:21])[c:12]([NH:13][C:24](=[S:23])[NH2:25])[c:14]([CH:16]([CH3:17])[CH3:18])[cH:15]1. Reactants: N#Cc1ccc2[nH]ccc2c1, CC(=O)O, c1ccncc1. The product is O=Cc1ccc2[nH]ccc2c1. RXN SMILES: [C:1](#[N:2])[c:3]1[cH:4][c:5]2[cH:6][cH:7][nH:8][c:9]2[cH:10][cH:11]1.[CH3:12][C:13]([OH:14])=[O:15].[cH:16]1[cH:17][cH:18][n:19][cH:20][cH:21]1>>[CH:1]([c:3]1[cH:4][c:5]2[cH:6][cH:7][nH:8][c:9]2[cH:10][cH:11]1)=[O:14]. Reactants: CC=1N=CC(=NC1)N1CCC(CC1)C1CCN(CC1)C(=O)OC(C)(C)C (tert-butyl 1′-(5-methylpyrazin-2-yl)-4,4′-bipiperidine-1-carboxylate). Solvent: FC(C(=O)O)(F)F (trifluoroacetic acid). Run at time 5 minute. Product: CC=1N=CC(=NC1)N1CCC(CC1)C1CCNCC1 (1-(5-methylpyrazin-2-yl)-4,4′-bipiperidine). Reaction SMILES: [CH3:1][C:2]1[N:3]=[CH:4][C:5]([N:8]2[CH2:13][CH2:12][CH:11]([CH:14]3[CH2:19][CH2:18][N:17](C(OC(C)(C)C)=O)[CH2:16][CH2:15]3)[CH2:10][CH2:9]2)=[N:6][CH:7]=1>FC(F)(F)C(O)=O>[CH3:1][C:2]1[N:3]=[CH:4][C:5]([N:8]2[CH2:13][CH2:12][CH:11]([CH:14]3[CH2:19][CH2:18][NH:17][CH2:16][CH2:15]3)[CH2:10][CH2:9]2)=[N:6][CH:7]=1. Procedure details: The tert-butyl 1′-(5-methylpyrazin-2-yl)-4,4′-bipiperidine-1-carboxylate (1 g, 2.8 mmol) was dissolved in trifluoroacetic acid and stirred at r.t. for 5 minutes. The solution was concentrated in vac. The residue was dissolved in toluene (10 mL) and concentrated in vac.(×2) to yield the title compound.